Dataset: the Open Reaction Database (ORD), a public repository of structured organic reaction records. Task: describe an organic reaction: reactants, conditions, products, and yield Reactants: CN(C)c1ccncc1, COc1cc2nccc(Cl)c2cc1OC, O=C(c1ccc(O)cc1)c1ccc([N+](=O)[O-])cc1, Cc1ccccc1C. Yields the product COc1cc2nccc(Oc3ccc(C(=O)c4ccc([N+](=O)[O-])cc4)cc3)c2cc1OC. Reaction SMILES: [CH3:34][N:35]([CH3:36])[c:37]1[cH:38][cH:39][n:40][cH:41][cH:42]1.[Cl:19][c:20]1[cH:21][cH:22][n:23][c:24]2[cH:25][c:26]([O:32][CH3:33])[c:27]([O:30][CH3:31])[cH:28][c:29]12.[N+:1](=[O:2])([O-:3])[c:4]1[cH:5][cH:6][c:7]([C:10](=[O:11])[c:12]2[cH:13][cH:14][c:15]([OH:18])[cH:16][cH:17]2)[cH:8][cH:9]1.[c:43]1([CH3:44])[c:45]([CH3:46])[cH:47][cH:48][cH:49][cH:50]1>>[N+:1](=[O:2])([O-:3])[c:4]1[cH:5][cH:6][c:7]([C:10](=[O:11])[c:12]2[cH:13][cH:14][c:15]([O:18][c:20]3[cH:21][cH:22][n:23][c:24]4[cH:25][c:26]([O:32][CH3:33])[c:27]([O:30][CH3:31])[cH:28][c:29]34)[cH:16][cH:17]2)[cH:8][cH:9]1.